From a dataset of the Open Reaction Database (ORD), a public repository of structured organic reaction records. describe an organic reaction: reactants, conditions, products, and yield Starting materials: C(=C)OCC (ethyl vinyl ether), [NH4+].[Cl-] (NH4Cl), OC12CCCCCCCCCC2C(CC(C1)C)=O ((1RS,11RS,14RS)-1-hydroxy-14-methyl-bicyclo[9.4.0]-pentadecan-12-one), C(=C)OCC (ethyl vinyl ether), C1(=CC=C(C=C1)S(=O)(=O)[O-])C.[NH+]1=CC=CC=C1 (pyridinium p-toluenesulfonate). Reported procedure: A mixture of 1 g (4 mmol) of (16) and 0.46 ml (4.8 mmol) ethyl vinyl ether in 2 ml THF was stirred at room temperature in the presence of 201 mg (0.8 mmol) pyridinium p-toluenesulfonate (PPTS) for 4 hours. The mixture was stirred at 40° C. for 2 h and 0.46 ml (4.8 mmol) ethyl vinyl ether were added. After 6 hours at 40° C. the reaction the mixture was hydrolyzed with 3 ml of a saturated aqueous NH4Cl solution. After extraction with 50 ml diethyl ether the combined organic phases were washed (H2O... As a reaction SMILES: [OH:1][C:2]12[CH2:16][CH:15]([CH3:17])[CH2:14][C:13](=[O:18])[CH:12]1[CH2:11][CH2:10][CH2:9][CH2:8][CH2:7][CH2:6][CH2:5][CH2:4][CH2:3]2.[CH:19](OCC)=[CH2:20].C1(C)C=CC(S([O-])(=O)=O)=CC=1.[NH+]1C=CC=CC=1.[NH4+].[Cl-]>C1COCC1>[CH:19]([O:1][C:2]12[CH2:16][CH:15]([CH3:17])[CH2:14][C:13](=[O:18])[CH:12]1[CH2:11][CH2:10][CH2:9][CH2:8][CH2:7][CH2:6][CH2:5][CH2:4][CH2:3]2)=[CH2:20] |f:2.3,4.5|. Yields the product C(=C)OC12CCCCCCCCCC2C(CC(C1)C)=O ((1RS,11RS,14RS)-1-vinyloxy-14-methylbicyclo[9.4.0]-pentadecan-12-one). The solvent is C1CCOC1 (THF). The yield is 19.3%. Run at temperature 40 celsius, time 2 hour. Reactants: O=C([O-])[O-], C=CCBr, CC(C)=O, [K+], [K+], Oc1cccc(O)c1. Product: C=CCOc1cccc(O)c1. Reaction SMILES: [C:13](=[O:14])([O-:15])[O-:16].[CH2:9]([CH:10]=[CH2:11])[Br:12].[CH3:19][C:20](=[O:21])[CH3:22].[K+:17].[K+:18].[OH:1][c:2]1[cH:3][cH:4][cH:5][c:6]([OH:7])[cH:8]1>>[O:1]([c:2]1[cH:3][cH:4][cH:5][c:6]([OH:7])[cH:8]1)[CH2:11][CH:10]=[CH2:9]. RXN SMILES: [Cl:25][C:26](=[O:27])[O:28][CH2:29][CH3:30].[Cl:33][CH:34]([Cl:35])[Cl:36].[F:1][c:2]1[cH:3][cH:4][c:5]([CH:8]([CH2:9][CH2:10][CH2:11][N:12]2[CH2:13][CH2:14][NH:15][CH2:16][CH2:17]2)[c:18]2[cH:19][cH:20][c:21]([F:24])[cH:22][cH:23]2)[cH:6][cH:7]1.[Na+:32].[OH-:31].[OH2:37]>>[ClH:25].[F:1][c:2]1[cH:3][cH:4][c:5]([CH:8]([CH2:9][CH2:10][CH2:11][N:12]2[CH2:13][CH2:14][N:15]([C:26](=[O:27])[O:28][CH2:29][CH3:30])[CH2:16][CH2:17]2)[c:18]2[cH:19][cH:20][c:21]([F:24])[cH:22][cH:23]2)[cH:6][cH:7]1. The product is Cl, CCOC(=O)N1CCN(CCCC(c2ccc(F)cc2)c2ccc(F)cc2)CC1. Reactants: CCOC(=O)Cl, ClC(Cl)Cl, Fc1ccc(C(CCCN2CCNCC2)c2ccc(F)cc2)cc1, [Na+], [OH-], O. Reactants: P(=O)(Cl)(Cl)Cl (phosphoryl chloride), C(CCCO)O (1,4-butanediol), P(=O)(Cl)(Cl)Cl (phosphoryl chloride). Reaction conditions: time 2 hour. Yields the product P(=O)(Cl)(Cl)OCCCCOP(=O)(Cl)Cl (1,4-butanediol bis(dichlorophosphate)). As a reaction SMILES: [P:1]([Cl:5])(Cl)([Cl:3])=[O:2].[CH2:6]([OH:11])[CH2:7][CH2:8][CH2:9][OH:10]>>[P:1]([O:10][CH2:9][CH2:8][CH2:7][CH2:6][O:11][P:1]([Cl:5])([Cl:3])=[O:2])([Cl:5])([Cl:3])=[O:2]. Procedure details: A 500 ml four-necked flask with stirrer, thermometer, dropping funnel with pressure compensation and reflux condenser was charged with 300.0 g of phosphoryl chloride at 20° C. Then a vacuum of 200 mbar was applied and 45.0 g of 1,4-butanediol were added dropwise over the course of 45 minutes. Cooling in an ice-water bath kept the temperature at 20° C. A clear, colourless reaction mixture was formed. After the end of the metered addition, the pressure was lowered to about 100 mbar, and stirring w...